This data is from the Open Reaction Database (ORD), a public repository of structured organic reaction records. The task is: describe an organic reaction: reactants, conditions, products, and yield RXN SMILES: [C:10]([n:11]1[cH:12][cH:13][n:14][cH:15]1)([n:16]1[cH:17][cH:18][n:19][cH:20]1)=[O:21].[CH3:37][N:38]([CH3:39])[CH:40]=[O:41].[CH3:42][N:43]([c:44]1[cH:45][cH:46][n:47][cH:48][cH:49]1)[CH3:50].[Cl:1][c:2]1[cH:3][c:4]([C:7](=[O:8])[OH:9])[s:5][cH:6]1.[F:22][c:23]1[cH:24][c:25]2[c:29]([cH:30][c:31]1[Cl:32])[N:28]([C:33](=[O:34])[NH2:35])[C:27](=[O:36])[CH2:26]2>>[Cl:1][c:2]1[cH:3][c:4]([C:7](=[O:9])[CH:26]2[c:25]3[cH:24][c:23]([F:22])[c:31]([Cl:32])[cH:30][c:29]3[N:28]([C:33](=[O:34])[NH2:35])[C:27]2=[O:36])[s:5][cH:6]1. Yields the product NC(=O)N1C(=O)C(C(=O)c2cc(Cl)cs2)c2cc(F)c(Cl)cc21. Reactants: O=C(n1ccnc1)n1ccnc1, CN(C)C=O, CN(C)c1ccncc1, O=C(O)c1cc(Cl)cs1, NC(=O)N1C(=O)Cc2cc(F)c(Cl)cc21. Starting materials: CCOC(C)=O, O=[N+]([O-])c1ccc(C2OCCO2)nc1. Yields the product Nc1ccc(C2OCCO2)nc1. Reaction SMILES: [CH3:15][CH2:16][O:17][C:18]([CH3:19])=[O:20].[O:1]1[CH:2]([c:6]2[n:7][cH:8][c:9]([N+:12]([O-:13])=[O:14])[cH:10][cH:11]2)[O:3][CH2:4][CH2:5]1>>[O:1]1[CH:2]([c:6]2[n:7][cH:8][c:9]([NH2:12])[cH:10][cH:11]2)[O:3][CH2:4][CH2:5]1. Starting materials: OC=1C=C2C=CC(=CC2=CC1)B(O)O (6-hydroxynaphthalen-2-ylboronic acid), ClC1=NC=C(C=N1)C(=O)O (2-chloropyrimidine-5-carboxylic acid). Run in O1CCOCC1.O (dioxane water). Conditions: temperature 120 celsius. Yields the product OC=1C=C2C=CC(=CC2=CC1)C1=NC=C(C=N1)C(=O)O (2-(6-hydroxynaphthalen-2-yl)pyrimidine-5-carboxylic acid). RXN SMILES: [OH:1][C:2]1[CH:3]=[C:4]2[C:9](=[CH:10][CH:11]=1)[CH:8]=[C:7](B(O)O)[CH:6]=[CH:5]2.Cl[C:16]1[N:21]=[CH:20][C:19]([C:22]([OH:24])=[O:23])=[CH:18][N:17]=1>O1CCOCC1.O>[OH:1][C:2]1[CH:3]=[C:4]2[C:9](=[CH:10][CH:11]=1)[CH:8]=[C:7]([C:16]1[N:21]=[CH:20][C:19]([C:22]([OH:24])=[O:23])=[CH:18][N:17]=1)[CH:6]=[CH:5]2 |f:2.3|. Procedure: Followed procedure described in Step 1 of Example 7 starting from 6-hydroxynaphthalen-2-ylboronic acid and 2-chloropyrimidine-5-carboxylic acid with modifications: the solvent was dioxane/water (6/1), and the reaction was heated to 120° C. by microwave for 0.5 h. Purified by prep-HPLC. 1H-NMR (DMSO-d6 500 MHz): 13.70 (brs, 1H), 10.12 (s, 1H), 9.29 (s, 2H), 8.97 (s, 1H), 8.42-8.44 (d, J=9.0 Hz, 1H), 8.00-8.01 (d, J=8.5 Hz, 1H), 7.82-7.84 (d, J=9.0 Hz, 1H), 7.20 (s, 1H), 7.15-7.18 (dd, J=2.0, 9.0 ... Reactants: S(=O)(=O)(C1=CC=C(C)C=C1)N[C@@H](C)C(=O)O (N-tosyl-L-alanine), S(=O)(Cl)Cl (thionyl chloride). Run in CCCCCC (hexane). Reaction conditions: temperature 50 celsius. The product is S(=O)(=O)(C1=CC=C(C)C=C1)N[C@@H](C)C(=O)Cl (N-Tosyl-L-Alaniny1 Chloride). Yield: 93.0%. RXN SMILES: [S:1]([NH:11][C@H:12]([C:14]([OH:16])=O)[CH3:13])([C:4]1[CH:10]=[CH:9][C:7]([CH3:8])=[CH:6][CH:5]=1)(=[O:3])=[O:2].S(Cl)([Cl:19])=O>CCCCCC>[S:1]([NH:11][C@H:12]([C:14]([Cl:19])=[O:16])[CH3:13])([C:4]1[CH:10]=[CH:9][C:7]([CH3:8])=[CH:6][CH:5]=1)(=[O:3])=[O:2]. Reported procedure: A mixture of N-tosyl-L-alanine (3.1 g; 13 mmol) and thionyl chloride (6 mL) was heated for 1.5 hours at 50° C. then diluted with dry hexane (50 mmL). The mixture was stirred rapidly, chilled and the solid was collected by filtration to obtain 3.15 g (93%) of N-tosyl-L-alaninyl chloride (35) having a melting point of 99°-100° C. The IR spectrum of this material was identical to that of the recrystallized material prepared according to method (i). Reactants: C(C1=CC=2OCOC2C=C1)N1CCNCC1 (1-piperonylpiperazine), P(Cl)(Cl)Cl (phosphorus trichloride), NC=1SC(=C(N1)C(=O)O)C1=CC=NC=C1 (2-amino-5-(4-pyridyl)-4-thiazolecarboxylic acid). The solvent is N1=CC=CC=C1 (pyridine). Conditions: temperature 80 celsius, time 3 hour. Yields the product NC=1SC(=C(N1)C(=O)N1CCN(CC1)CC1=CC=2OCOC2C=C1)C1=CC=NC=C1 (2-amino-5-(4-pyridyl)-4-[(4-piperonyl-1-piperazinyl)carbonyl]thiazole). The yield is 19.0%. Reaction SMILES: [CH2:1]([N:11]1[CH2:16][CH2:15][NH:14][CH2:13][CH2:12]1)[C:2]1[CH:10]=[CH:9][C:8]2[O:7][CH2:6][O:5][C:4]=2[CH:3]=1.P(Cl)(Cl)Cl.[NH2:21][C:22]1[S:23][C:24]([C:30]2[CH:35]=[CH:34][N:33]=[CH:32][CH:31]=2)=[C:25]([C:27](O)=[O:28])[N:26]=1>N1C=CC=CC=1>[NH2:21][C:22]1[S:23][C:24]([C:30]2[CH:35]=[CH:34][N:33]=[CH:32][CH:31]=2)=[C:25]([C:27]([N:14]2[CH2:15][CH2:16][N:11]([CH2:1][C:2]3[CH:10]=[CH:9][C:8]4[O:7][CH2:6][O:5][C:4]=4[CH:3]=3)[CH2:12][CH2:13]2)=[O:28])[N:26]=1. Procedure details: To a mixture of 1-piperonylpiperazine (2.72 g) and phosphorus trichloride (0.49 ml) in pyridine (20 ml) was added 2-amino-5-(4-pyridyl)-4-thiazolecarboxylic acid (1.24 g) and the mixture was stirred at 80° C. for 3 hours. The reaction mixture was evaporated in vacuo and the residue was dissolved in a mixture of ethyl acetate and water. The resultant mixture was adjusted to pH 8.0 with saturated aqueous potassium carbonate. The organic extract was dried over magnesium sulfate. The solvent was eva... Reactants: OC1=C(C=C(C(=O)OC)C=C1)[N+](=O)[O-] (methyl 4-hydroxy-3-nitrobenzoate), N (ammonia), Cl (HCl). Solvent: O (water). Conditions: temperature 100 celsius. Yields the product OC1=C(C=C(C(=O)N)C=C1)[N+](=O)[O-] (4-Hydroxy-3-nitrobenzamide). Yield: 53.1%. RXN SMILES: [OH:1][C:2]1[CH:11]=[CH:10][C:5]([C:6](OC)=[O:7])=[CH:4][C:3]=1[N+:12]([O-:14])=[O:13].[NH3:15].Cl>O>[OH:1][C:2]1[CH:11]=[CH:10][C:5]([C:6]([NH2:15])=[O:7])=[CH:4][C:3]=1[N+:12]([O-:14])=[O:13]. Procedure: A mixture of methyl 4-hydroxy-3-nitrobenzoate (1.00 g, 5.07 mmol) and concentrated aq ammonia (10.0 mL, 162 mmol) was heated to 100° C. for 90 mins (3×30 mins) in a microwave reactor. The mixture was poured into water (70 mL), acidified with 6N HCl and extracted with EtOAc (4×25 mL). The combined extracts were dried (MgSO4) and concentrated in vacuo. The residue was triturated with DCM (20 mL) filtered and washed with DCM before drying under vacuum to afford the crude title compound as a yellow ...